Dataset: the Open Reaction Database (ORD), a public repository of structured organic reaction records. Task: describe an organic reaction: reactants, conditions, products, and yield Reactants: resultant mixture, CC(C)(C)[O-].[K+] (t-BuOK), C(C)(=O)OCC1=C(C=C(C=C1)C(NC[Si](C)(C)C)=S)Br (2-bromo-4-{[(trimethylsilyl)methyl]carbamothioyl}benzyl acetate), IC (iodomethane), [N+](CCCC)(CCCC)(CCCC)CCCC.[F-] (n-Bu4NF), solution, FC(C1=NC(=CC(=C1)C(=C)C(F)(F)F)C(F)(F)F)(F)F (2,6-bis(trifluoromethyl)-4-(3,3,3-trifluoroprop-1-en-2-yl)pyridine). Run in C1CCOC1 (THF), C(C)(C)(C)OC (t-BuOMe). Conditions: time 30 minute. The product is C(C)(=O)OCC1=C(C=C(C=C1)C=1CC(CN1)(C(F)(F)F)C1=CC(=NC(=C1)C(F)(F)F)C(F)(F)F)Br (4-{3-[2,6-bis(trifluoromethyl)pyridin-4-yl]-3-(trifluoromethyl)-3,4-dihydro-2H-pyrrol-5-yl}-2-bromobenzyl acetate). The yield is 37.6%. RXN SMILES: CC([O-])(C)C.[K+].[C:7]([O:10][CH2:11][C:12]1[CH:17]=[CH:16][C:15]([C:18](=S)[NH:19][CH2:20][Si](C)(C)C)=[CH:14][C:13]=1[Br:26])(=[O:9])[CH3:8].IC.[F:29][C:30]([F:48])([F:47])[C:31]1[CH:36]=[C:35]([C:37]([C:39]([F:42])([F:41])[F:40])=[CH2:38])[CH:34]=[C:33]([C:43]([F:46])([F:45])[F:44])[N:32]=1.[N+](CCCC)(CCCC)(CCCC)CCCC.[F-]>C1COCC1.C(OC)(C)(C)C>[C:7]([O:10][CH2:11][C:12]1[CH:17]=[CH:16][C:15]([C:18]2[CH2:38][C:37]([C:35]3[CH:36]=[C:31]([C:30]([F:29])([F:47])[F:48])[N:32]=[C:33]([C:43]([F:46])([F:44])[F:45])[CH:34]=3)([C:39]([F:42])([F:41])[F:40])[CH2:20][N:19]=2)=[CH:14][C:13]=1[Br:26])(=[O:9])[CH3:8] |f:0.1,5.6|. Procedure: Under argon atmosphere, t-BuOK (0.36 g) was slowly added to 2-bromo-4-{[(trimethylsilyl)methyl]carbamothioyl}benzyl acetate (1.0 g) and iodomethane (0.45 g) in THF at −10° C., and the resultant mixture was stirred for 30 minutes at the same temperature. 2,6-bis(trifluoromethyl)-4-(3,3,3-trifluoroprop-1-en-2-yl)pyridine (1.1 g) was added to the reaction mixture, and then n-Bu4NF in TI-IF (0.25 ml, 1M solution) was slowly added to the mixture at −10° C. under argon atmosphere. After stirring the r...